Dataset: the Open Reaction Database (ORD), a public repository of structured organic reaction records. Task: describe an organic reaction: reactants, conditions, products, and yield Starting materials: C(#N)C1(CCC(CC1)=O)C1=CC(=C(C=C1)OC)OC1CCCC1 (4-cyano-4-(3-cyclopentyloxy-4-methoxyphenyl)cyclohexan-1-one), C1(=CC=C(C=C1)S(=O)(=O)O)C (p-toluenesulfonic acid), C(CO)O (ethylene glycol). Product: C(#N)C1(CCC2(CC1)OCCO2)C2=CC(=C(C=C2)OC)OC2CCCC2 (4-cyano-4-(3-cyclopentyloxy-4-methoxyphenyl)-1,1-(ethylenedioxy)cyclohexane). Reaction SMILES: [C:1]([C:3]1([C:10]2[CH:15]=[CH:14][C:13]([O:16][CH3:17])=[C:12]([O:18][CH:19]3[CH2:23][CH2:22][CH2:21][CH2:20]3)[CH:11]=2)[CH2:8][CH2:7][C:6](=[O:9])[CH2:5][CH2:4]1)#[N:2].C1(C)C=CC(S(O)(=O)=O)=CC=1.[CH2:35](O)[CH2:36][OH:37]>C1C=CC=CC=1>[C:1]([C:3]1([C:10]2[CH:15]=[CH:14][C:13]([O:16][CH3:17])=[C:12]([O:18][CH:19]3[CH2:23][CH2:22][CH2:21][CH2:20]3)[CH:11]=2)[CH2:8][CH2:7][C:6]2([O:37][CH2:36][CH2:35][O:9]2)[CH2:5][CH2:4]1)#[N:2]. Procedure: A solution of 4-cyano-4-(3-cyclopentyloxy-4-methoxyphenyl)cyclohexan-1-one (1.0 g, 3.19 mmol, prepared by the procedures described in PCT applications PCT/US3/01990 (WIPO publication No. WO 93/19748) and PCT application PCT/US93/02325 published as WIPO number WO 93/19750) in benzene (25 mL) was treated with p-toluenesulfonic acid (5 mg) and ethylene glycol (0.18 mL, 3.19 mmol) and was heated to reflux under an argon atmosphere; water was removed from the mixture via a Dean-Stark trap. After 1.5 ... Solvent: C1=CC=CC=C1 (benzene). Conditions: time 1.5 hour. The reactants are CN1CC2C3(C1)CCC1=C(C3CC2)C=CC(=C1)OS(=O)(=O)C(F)(F)F (Trifluoro-methanesulfonic acid 8-methyl-5,6,6a,7,8,9,10,11-octahydro-4bH-benzo[4,5]indeno[1,7a-c]pyrrol-2-yl ester), C(#N)C1=CC=C(C=C1)B(O)O (4-cyanophenylboronic acid), C(=O)([O-])[O-].[Na+].[Na+] (Na2CO3). Reagents/catalysts: C=1C=CC(=CC1)[P](C=2C=CC=CC2)(C=3C=CC=CC3)[Pd]([P](C=4C=CC=CC4)(C=5C=CC=CC5)C=6C=CC=CC6)([P](C=7C=CC=CC7)(C=8C=CC=CC8)C=9C=CC=CC9)[P](C=1C=CC=CC1)(C=1C=CC=CC1)C=1C=CC=CC1 (Tetrakis(triphenylphosphine)palladium). Run in C(C)O (ethanol), C1(=CC=CC=C1)C (toluene). Conditions: temperature 90 celsius, time 20 hour. The product is CN1CC2C3(C1)CCC1=C(C3CC2)C=CC(=C1)C1=CC=C(C#N)C=C1 (4-(8-Methyl-5,6,6a,7,8,9,10,11-octahydro-4bH-benzo[4,5]indeno[1,7a-c]pyrrol-2-yl)-benzonitrile). The yield is 30.9%. RXN SMILES: [CH3:1][N:2]1[CH2:6][C:5]23[CH:11]([CH2:12][CH2:13][CH:4]2[CH2:3]1)[C:10]1[CH:14]=[CH:15][C:16](OS(C(F)(F)F)(=O)=O)=[CH:17][C:9]=1[CH2:8][CH2:7]3.[C:26]([C:28]1[CH:33]=[CH:32][C:31](B(O)O)=[CH:30][CH:29]=1)#[N:27].C([O-])([O-])=O.[Na+].[Na+]>C1(C)C=CC=CC=1.C(O)C.C1C=CC([P]([Pd]([P](C2C=CC=CC=2)(C2C=CC=CC=2)C2C=CC=CC=2)([P](C2C=CC=CC=2)(C2C=CC=CC=2)C2C=CC=CC=2)[P](C2C=CC=CC=2)(C2C=CC=CC=2)C2C=CC=CC=2)(C2C=CC=CC=2)C2C=CC=CC=2)=CC=1>[CH3:1][N:2]1[CH2:6][C:5]23[CH:11]([CH2:12][CH2:13][CH:4]2[CH2:3]1)[C:10]1[CH:14]=[CH:15][C:16]([C:31]2[CH:32]=[CH:33][C:28]([C:26]#[N:27])=[CH:29][CH:30]=2)=[CH:17][C:9]=1[CH2:8][CH2:7]3 |f:2.3.4,^1:56,58,77,96|. Procedure details: Trifluoro-methanesulfonic acid 8-methyl-5,6,6a,7,8,9,10,11-octahydro-4bH-benzo[4,5]indeno[1,7a-c]pyrrol-2-yl ester (Example 1D) (23.0 mg, 0.061 mmol) and 4-cyanophenylboronic acid (18 mg, 0.122 mmol) were dissolved in toluene (2 mL) and ethanol (0.5 mL). 0.15 mL of 1M Na2CO3 solution was added. Nitrogen was bubbled through the reaction mixture for 10 min. Tetrakis(triphenylphosphine)palladium (7.1 mg, 0.006 mmol) was then added. The mixture was stirred at 90° C. for 20 h. The reaction mixture wa... Reactants: CCc1nn2ccc3oc(C)cc3c2c1CC#N, CCO, [Co], N. Product: CCc1nn2ccc3oc(C)cc3c2c1CCN. RXN SMILES: [CH2:1]([CH3:2])[c:3]1[n:4][n:5]2[c:6]([c:7]3[c:8]([cH:9][cH:10]2)[o:11][c:12]([CH3:14])[cH:13]3)[c:15]1[CH2:16][C:17]#[N:18].[CH2:20]([OH:21])[CH3:22].[Co:19].[NH3:23]>>[CH2:1]([CH3:2])[c:3]1[n:4][n:5]2[c:6]([c:7]3[c:8]([cH:9][cH:10]2)[o:11][c:12]([CH3:14])[cH:13]3)[c:15]1[CH2:16][CH2:17][NH2:18]. Yield: 7.0%. The product is ClC=1N=C(C2=C(C(=NC(=N2)Cl)N2CC3=CC=CC=C3CC2)N1)N1CC2=CC=CC=C2CC1 (2,6-Dichloro-4,8-di- (N-1,2,3,4-tetrahydroisoquinolyl)pyrimidopyrimidine). Procedure details: To a solution of 2,4,6,8-tetrachloropyrimidopyrimidine (0.54 g, 8.0 mmol) in THF (50 ml) was added a solution of 1,2,3,4-tetrahydroisoquinoline (1.0 ml) in THF (15 ml) dropwise over 10 minutes. The mixture was stirred for 12 hours at 25° C., the resultant solid was removed by filtration. The filtrate was evaporated under reduced pressure to afford a brown solid. Chromatography on silica gel, employing petrol:EtOAc (8:2) as eluent, afforded the title compound as a pale brown powder (0.27 g, 7%). Reactants: ClC=1N=C(C2=C(C(=NC(=N2)Cl)Cl)N1)Cl (2,4,6,8-tetrachloropyrimidopyrimidine), C1NCCC2=CC=CC=C12 (1,2,3,4-tetrahydroisoquinoline). Run at temperature 25 celsius, time 12 hour. As a reaction SMILES: [Cl:1][C:2]1[N:3]=[C:4](Cl)[C:5]2[N:10]=[C:9]([Cl:11])[N:8]=[C:7](Cl)[C:6]=2[N:13]=1.[CH2:15]1[C:24]2[C:19](=[CH:20][CH:21]=[CH:22][CH:23]=2)[CH2:18][CH2:17][NH:16]1>C1COCC1>[Cl:1][C:2]1[N:3]=[C:4]([N:16]2[CH2:17][CH2:18][C:19]3[C:24](=[CH:23][CH:22]=[CH:21][CH:20]=3)[CH2:15]2)[C:5]2[N:10]=[C:9]([Cl:11])[N:8]=[C:7]([N:16]3[CH2:17][CH2:18][C:19]4[C:24](=[CH:23][CH:22]=[CH:21][CH:20]=4)[CH2:15]3)[C:6]=2[N:13]=1. Run in C1CCOC1 (THF), C1CCOC1 (THF), petrol EtOAc. Starting materials: C(#N)C1=CC=C(C=C1)C=1C=NN(C1O)C1=NC=C(C(=O)O)C(=C1)C (6-(4-(4-cyanophenyl)-5-hydroxy-1H-pyrazol-1-yl)-4-methylnicotinic acid), CNC1CCN(CC1)C (N,1-dimethylpiperidin-4-amine). Product: C(#N)C1=CC=C(C=C1)C=1C=NN(C1O)C1=NC=C(C(=O)N(C2CCN(CC2)C)C)C(=C1)C (6-(4-(4-cyanophenyl)-5-hydroxy-1H-pyrazol-1-yl)-N,4-dimethyl-N-(1-methylpiperidin-4-yl)nicotinamide). Reaction SMILES: [C:1]([C:3]1[CH:8]=[CH:7][C:6]([C:9]2[CH:10]=[N:11][N:12]([C:15]3[CH:23]=[C:22]([CH3:24])[C:18]([C:19]([OH:21])=O)=[CH:17][N:16]=3)[C:13]=2[OH:14])=[CH:5][CH:4]=1)#[N:2].[CH3:25][NH:26][CH:27]1[CH2:32][CH2:31][N:30]([CH3:33])[CH2:29][CH2:28]1>>[C:1]([C:3]1[CH:8]=[CH:7][C:6]([C:9]2[CH:10]=[N:11][N:12]([C:15]3[CH:23]=[C:22]([CH3:24])[C:18]([C:19]([N:26]([CH3:25])[CH:27]4[CH2:32][CH2:31][N:30]([CH3:33])[CH2:29][CH2:28]4)=[O:21])=[CH:17][N:16]=3)[C:13]=2[OH:14])=[CH:5][CH:4]=1)#[N:2]. Reported procedure: The title compound was prepared in a manner similar to Example 412 using 6-(4-(4-cyanophenyl)-5-hydroxy-1H-pyrazol-1-yl)-4-methylnicotinic acid and N,1-dimethylpiperidin-4-amine. ESI-MS m/z (M+H)+ calc'd for C24H26N6O2, 431.21. found 431.5.